From a dataset of the Open Reaction Database (ORD), a public repository of structured organic reaction records. describe an organic reaction: reactants, conditions, products, and yield Reactants: Cc1ccccc1OCC(O)COc1cccc2oc(C(=O)O)cc(=O)c12, CCO, O=S(=O)(O)O, c1ccccc1. Product: CCOC(=O)c1cc(=O)c2c(OCC(O)COc3ccccc3C)cccc2o1. RXN SMILES: [C:1](=[O:2])([OH:3])[c:4]1[o:5][c:6]2[cH:7][cH:8][cH:9][c:10]([O:15][CH2:16][CH:17]([CH2:18][O:19][c:20]3[c:21]([CH3:26])[cH:22][cH:23][cH:24][cH:25]3)[OH:27])[c:11]2[c:12](=[O:14])[cH:13]1.[CH2:28]([CH3:29])[OH:30].[S:31](=[O:32])(=[O:33])([OH:34])[OH:35].[cH:36]1[cH:37][cH:38][cH:39][cH:40][cH:41]1>>[C:1](=[O:2])([O:3][CH2:28][CH3:29])[c:4]1[o:5][c:6]2[cH:7][cH:8][cH:9][c:10]([O:15][CH2:16][CH:17]([CH2:18][O:19][c:20]3[c:21]([CH3:26])[cH:22][cH:23][cH:24][cH:25]3)[OH:27])[c:11]2[c:12](=[O:14])[cH:13]1. The reactants are C1(CCCCC1)CCOC1=CC=C(N=N1)C1=CC=C(CC=2N(C=C(N2)C2=C(C=C(C=C2)Cl)Cl)C2=CC=C(C=C2)N2CC(N(S2(=O)=O)COCC[Si](C)(C)C)=O)C=C1 (5-{4-[2-{4-[6-(2-Cyclohexyl-ethoxy)-pyridazin-3-yl]-benzyl}-4-(2,4-dichloro-phenyl)-imidazol-1-yl]-phenyl}-1,1-dioxo-2-(2-trimethylsilanyl-ethoxymethyl)-[1,2,5]thiadiazolidin-3-one), [F-].C(CCC)[N+](CCCC)(CCCC)CCCC (tetrabutylammonium fluoride). Reaction SMILES: [CH:1]1([CH2:7][CH2:8][O:9][C:10]2[N:15]=[N:14][C:13]([C:16]3[CH:57]=[CH:56][C:19]([CH2:20][C:21]4[N:22]([C:34]5[CH:39]=[CH:38][C:37]([N:40]6[S:44](=[O:46])(=[O:45])[N:43](COCC[Si](C)(C)C)[C:42](=[O:55])[CH2:41]6)=[CH:36][CH:35]=5)[CH:23]=[C:24]([C:26]5[CH:31]=[CH:30][C:29]([Cl:32])=[CH:28][C:27]=5[Cl:33])[N:25]=4)=[CH:18][CH:17]=3)=[CH:12][CH:11]=2)[CH2:6][CH2:5][CH2:4][CH2:3][CH2:2]1.[F-].C([N+](CCCC)(CCCC)CCCC)CCC>>[CH:1]1([CH2:7][CH2:8][O:9][C:10]2[N:15]=[N:14][C:13]([C:16]3[CH:57]=[CH:56][C:19]([CH2:20][C:21]4[N:22]([C:34]5[CH:39]=[CH:38][C:37]([N:40]6[S:44](=[O:45])(=[O:46])[NH:43][C:42](=[O:55])[CH2:41]6)=[CH:36][CH:35]=5)[CH:23]=[C:24]([C:26]5[CH:31]=[CH:30][C:29]([Cl:32])=[CH:28][C:27]=5[Cl:33])[N:25]=4)=[CH:18][CH:17]=3)=[CH:12][CH:11]=2)[CH2:2][CH2:3][CH2:4][CH2:5][CH2:6]1 |f:1.2|. Procedure details: 5-{4-[2-{4-[6-(2-Cyclohexyl-ethoxy)-pyridazin-3-yl]-benzyl}-4-(2,4-dichloro-phenyl)-imidazol-1-yl]-phenyl}-1,1-dioxo-2-(2-trimethylsilanyl-ethoxymethyl)-[1,2,5]thiadiazolidin-3-one (17 mg, 0.02 mmol) was treated as described in general procedure W using tetrabutylammonium fluoride (26 mg, 0.1 mmol) to give 5-{-4-[2-{-4-[6-(2-cyclohexyl-ethoxy)-pyridazin-3-yl]-benzyl}-4-(2,4-dichloro-phenyl)-imidazol-1-yl]-phenyl}-1,2,5-thiadiazolidine-3-one-1,1-dioxide. Product: C1(CCCCC1)CCOC1=CC=C(N=N1)C1=CC=C(CC=2N(C=C(N2)C2=C(C=C(C=C2)Cl)Cl)C2=CC=C(C=C2)N2CC(NS2(=O)=O)=O)C=C1 (5-{-4-[2-{-4-[6-(2-cyclohexyl-ethoxy)-pyridazin-3-yl]-benzyl}-4-(2,4-dichloro-phenyl)-imidazol-1-yl]-phenyl}-1,2,5-thiadiazolidine-3-one-1,1-dioxide). The reactants are CS(=O)(=O)C1=CC=C(C#N)C=C1 (4-methanesulfonyl-benzonitrile), COC(=O)C1C(CCC1)=O (methyl-2-oxo-cyclopentanecarboxylate), C(=O)([O-])[O-].[K+].[K+] (K2CO3), C[Al](C)C (trimethylaluminum), [Cl-].[NH4+] (ammonium chloride). Solvent: C1(=CC=CC=C1)C (toluene), C(C)O (ethanol), CO (MeOH), C1(=CC=CC=C1)C (toluene), C1(=CC=CC=C1)C (toluene). Run at temperature 80 celsius, time 10 hour. Yields the product ClC1=NC(=NC2=C1CCC2)C2=CC=C(C=C2)S(=O)(=O)C (4-chloro-2-(4-methanesulfonyl-phenyl)-6,7-dihydro-5H-cyclopentapyrimidine). Isolated yield 23.0%. RXN SMILES: C[Al](C)C.[Cl-:5].[NH4+:6].[CH3:7][S:8]([C:11]1[CH:18]=[CH:17][C:14]([C:15]#[N:16])=[CH:13][CH:12]=1)(=[O:10])=[O:9].CO[C:21]([CH:23]1[CH2:27][CH2:26][CH2:25][C:24]1=O)=O.C([O-])([O-])=O.[K+].[K+]>C1(C)C=CC=CC=1.C(O)C.CO>[Cl:5][C:21]1[C:23]2[CH2:27][CH2:26][CH2:25][C:24]=2[N:6]=[C:15]([C:14]2[CH:17]=[CH:18][C:11]([S:8]([CH3:7])(=[O:9])=[O:10])=[CH:12][CH:13]=2)[N:16]=1 |f:1.2,5.6.7|. Reported procedure: A solution of trimethylaluminum in toluene (2M, 26 mL, 52 mmol) was added slowly under nitrogen to a suspension of ammonium chloride (3.0 g, 55 mmol) in anhydrous toluene at 0° C.-5° C. The mixture was then stirred at a temperature in the range of 15° C. to 40° C. for 20 min before addition of a solution of 4-methanesulfonyl-benzonitrile (5.4 g, 30 mmol) in toluene. The resulting mixture was then heated at 80° C. under stirring for 10 hours. Thereafter, the mixture was cooled to a temperature in... Starting materials: CCO, CN(C)C(=N)CCl, Sc1nnc(S)s1. The product is CN(C)C(=N)CSc1nnc(S)s1. RXN SMILES: [CH3:15][CH2:16][OH:17].[CH3:8][N:9]([C:10]([CH2:11][Cl:12])=[NH:13])[CH3:14].[SH:1][c:2]1[s:3][c:4]([SH:7])[n:5][n:6]1>>[S:1]([c:2]1[s:3][c:4]([SH:7])[n:5][n:6]1)[CH2:11][C:10]([N:9]([CH3:8])[CH3:14])=[NH:13]. The reactants are ClCCl, [O-][I+3]([O-])([O-])[O-], CC(C)CC(NC(=O)OCc1ccccc1)C(=O)NC(CCc1ccccc1)C(O)C(C)(C)O. Product: CC(C)CC(NC(=O)OCc1ccccc1)C(=O)NC(CCc1ccccc1)C(=O)C(C)(C)O. Reaction SMILES: [CH2:40]([Cl:41])[Cl:42].[O-:35][I+3:36]([O-:37])([O-:38])[O-:39].[OH:1][CH:2]([CH:3]([CH2:4][CH2:5][c:6]1[cH:7][cH:8][cH:9][cH:10][cH:11]1)[NH:12][C:13](=[O:14])[CH:15]([CH2:16][CH:17]([CH3:18])[CH3:19])[NH:20][C:21]([O:22][CH2:23][c:24]1[cH:25][cH:26][cH:27][cH:28][cH:29]1)=[O:30])[C:31]([CH3:32])([CH3:33])[OH:34]>>[O:1]=[C:2]([CH:3]([CH2:4][CH2:5][c:6]1[cH:7][cH:8][cH:9][cH:10][cH:11]1)[NH:12][C:13](=[O:14])[CH:15]([CH2:16][CH:17]([CH3:18])[CH3:19])[NH:20][C:21]([O:22][CH2:23][c:24]1[cH:25][cH:26][cH:27][cH:28][cH:29]1)=[O:30])[C:31]([CH3:32])([CH3:33])[OH:34]. Reactants: O1CCN(CC1)CCOC1=CC=C2C(=C(C(C2=C1)=O)Br)C1=CC(=CC(=C1)F)F (6-(2-Morpholinoethoxy)-2-bromo-3-(3,5-difluorophenyl)-1H-inden-1-one), O1CCN(CC1)CCOC1=CC=C2C(=C(C(C2=C1)=O)Br)C1=CC=CC=C1 (6-(2-morpholinoethoxy)-2-bromo-3-phenyl-1H-inden-1-one), N1=CN=CC(=C1)B(O)O (5-pyrimidinylboronic acid). Product: O1CCN(CC1)CCOC1=CC=C2C(=C(C(C2=C1)=O)C=1C=NC=NC1)C1=CC(=CC(=C1)F)F (6-(2-morpholinoethoxy)-3-(3,5-difluorophenyl)-2-(pyrimidin-5-yl)-1H-inden-1-one). Isolated yield 36.0%. RXN SMILES: [O:1]1[CH2:6][CH2:5][N:4]([CH2:7][CH2:8][O:9][C:10]2[CH:18]=[C:17]3[C:13]([C:14]([C:21]4[CH:26]=[C:25]([F:27])[CH:24]=[C:23]([F:28])[CH:22]=4)=[C:15](Br)[C:16]3=[O:19])=[CH:12][CH:11]=2)[CH2:3][CH2:2]1.O1CCN(CCOC2C=C3C(C(C4C=CC=CC=4)=C(Br)C3=O)=CC=2)CC1.[N:55]1[CH:60]=[C:59](B(O)O)[CH:58]=[N:57][CH:56]=1>>[O:1]1[CH2:6][CH2:5][N:4]([CH2:7][CH2:8][O:9][C:10]2[CH:18]=[C:17]3[C:13]([C:14]([C:21]4[CH:26]=[C:25]([F:27])[CH:24]=[C:23]([F:28])[CH:22]=4)=[C:15]([C:59]4[CH:60]=[N:55][CH:56]=[N:57][CH:58]=4)[C:16]3=[O:19])=[CH:12][CH:11]=2)[CH2:3][CH2:2]1. Procedure details: The procedure of Step 7 of Example 1 was repeated except for using 6-(2-morpholinoethoxy)-2-bromo-3-(3,5-difluorophenyl)-1H-inden-1-one obtained in Step 6 of Example 36 as a starting material instead of 6-(2-morpholinoethoxy)-2-bromo-3-phenyl-1H-inden-1-one, 5-pyrimidinylboronic acid instead of 3-pyridinylboronic acid, and being purified by prep HPLC (CH3CN/H2O=7:3) to obtain the title compound (36%). Starting materials: C(C)C1=NN(C2=CC=CC(=C12)NC(=O)C1=CN=C2N1C=CC(=C2)CC=O)CC2=NC(=CC=C2)C (N-(3-ethyl-1-((6-methylpyridin-2-yl)methyl)-1H-indazol-4-yl)-7-(2-oxoethyl)imidazo[1,2-a]pyridine-3-carboxamide), Cl.COC1CNC1 (3-methoxyazetidine hydrochloride). Yields the product C(C)C1=NN(C2=CC=CC(=C12)NC(=O)C1=CN=C2N1C=CC(=C2)CCN2CC(C2)OC)CC2=NC(=CC=C2)C (N-(3-ethyl-1-((6-methylpyridin-2-yl)methyl)-1H-indazol-4-yl)-7-(2-(3-methoxyazetidin-1-yl)ethyl)imidazo[1,2-a]pyridine-3-carboxamide). Reaction SMILES: [CH2:1]([C:3]1[C:11]2[C:6](=[CH:7][CH:8]=[CH:9][C:10]=2[NH:12][C:13]([C:15]2[N:19]3[CH:20]=[CH:21][C:22]([CH2:24][CH:25]=O)=[CH:23][C:18]3=[N:17][CH:16]=2)=[O:14])[N:5]([CH2:27][C:28]2[CH:33]=[CH:32][CH:31]=[C:30]([CH3:34])[N:29]=2)[N:4]=1)[CH3:2].Cl.[CH3:36][O:37][CH:38]1[CH2:41][NH:40][CH2:39]1>>[CH2:1]([C:3]1[C:11]2[C:6](=[CH:7][CH:8]=[CH:9][C:10]=2[NH:12][C:13]([C:15]2[N:19]3[CH:20]=[CH:21][C:22]([CH2:24][CH2:25][N:40]4[CH2:41][CH:38]([O:37][CH3:36])[CH2:39]4)=[CH:23][C:18]3=[N:17][CH:16]=2)=[O:14])[N:5]([CH2:27][C:28]2[CH:33]=[CH:32][CH:31]=[C:30]([CH3:34])[N:29]=2)[N:4]=1)[CH3:2] |f:1.2|. Reported procedure: Prepared according to the procedure for Example 128 from N-(3-ethyl-1-((6-methylpyridin-2-yl)methyl)-1H-indazol-4-yl)-7-(2-oxoethyl)imidazo[1,2-a]pyridine-3-carboxamide (Example 127, Steps A-B) and 3-methoxyazetidine hydrochloride. MS (ES+APCI) m/z=524 (M+H) detected. The reactants are CC#N, Cl, [Cu], CC(C)(C)ON=O, Nc1nc2ccc(C(F)(F)F)cc2s1. Yields the product FC(F)(F)c1ccc2nc(Cl)sc2c1. Reaction SMILES: [CH3:23][C:24]#[N:25].[ClH:22].[Cu:26].[N:1]([O:2][C:3]([CH3:4])([CH3:5])[CH3:6])=[O:7].[NH2:8][c:9]1[s:10][c:11]2[c:12]([n:13]1)[cH:14][cH:15][c:16]([C:18]([F:19])([F:20])[F:21])[cH:17]2>>[c:9]1([Cl:22])[s:10][c:11]2[c:12]([n:13]1)[cH:14][cH:15][c:16]([C:18]([F:19])([F:20])[F:21])[cH:17]2. Product: CN1CC[C@]23C4=C5C=CC(=C4O[C@H]2C(=CC=C3[C@H]1C5)OC)OC (thebaine). Reaction SMILES: [CH3:1][N:2]1[C@@H:19]2[CH2:20][C:7]3[CH:8]=[CH:9][C:10]([O:21][CH3:22])=[C:11]4[O:12][C@H:13]5[C:14]([CH:16]=[CH:17][C@@H:18]2[C@:5]5([C:6]=34)[CH2:4][CH2:3]1)=[O:15].[CH3:23]C(C)([O-])C.[K+].O>CN(C)C=O.C(OCC)(=O)C>[CH3:1][N:2]1[C@@H:19]2[CH2:20][C:7]3[CH:8]=[CH:9][C:10]([O:21][CH3:22])=[C:11]4[O:12][C@H:13]5[C:14]([O:15][CH3:23])=[CH:16][CH:17]=[C:18]2[C@:5]5([C:6]=34)[CH2:4][CH2:3]1 |f:1.2|. Run at time 10 minute. The reactants are CN1CC[C@]23C4=C5C=CC(=C4O[C@H]2C(=O)C=C[C@H]3[C@H]1C5)OC (Codeinone), CC(C)([O-])C.[K+] (potassium tert-butoxide), O (water). Solvent: C(C)(=O)OCC (ethyl acetate), CN(C=O)C (N,N-dimethylformamide). Procedure details: Codeinone (300 g) was added to a stirred suspension of potassium tert-butoxide (153 g) in N,N-dimethylformamide (5 ml) at room temperature. After 10 minutes, methyl trifluoromethanasulphonate (164 mg) was added dropwise to the suspension. The solution was stirred for 5 minutes, diluted with ethyl acetate (30 ml), and then poured into water (50 ml). The aqueous phase was removed, and the organic phase was dried with sodium sulphate and evaporated, producing an orange solid. Analysis by HPLC Again... Reactants: N1(CCOCC1)CCNC(=O)C=1NC(=C(C1)C)C=C1C(NC=2N=CN=C(C21)Cl)=O (5-(4-chloro-6-oxo-6,7-dihydro-pyrrolo[2,3-d]pyrimidin-5-ylidenemethyl)-4-methyl-1H-pyrrole-2-carboxylic acid (2-morpholin-4-yl-ethyl)-amide), C(C1=CC=CC=C1)N1C=CC2=CC(=CC=C12)N (1-benzyl-1H-indol-5-ylamine). Yields the product Cl.N1(CCOCC1)CCNC(=O)C=1NC(=C(C1)C)C=C1C(NC=2N=CN=C(C21)NC=2C=C1C=CN(C1=CC2)CC2=CC=CC=C2)=O (5-[4-(1-BENZYL-1H-INDOL-5-YLAMINO)-6-OXO-6,7-DIHYDRO-PYRROLO[2,3-D]PYRIMIDIN-5-YLIDENEMETHYL]-4-METHYL-1H-PYRROLE-2-CARBOXYLIC ACID (2-MORPHOLIN-4-YL-ETHYL)-AMIDE HYDROCHLORIDE). Yield: 8.0%. RXN SMILES: [N:1]1([CH2:7][CH2:8][NH:9][C:10]([C:12]2[NH:13][C:14]([CH:18]=[C:19]3[C:27]4[C:26]([Cl:28])=[N:25][CH:24]=[N:23][C:22]=4[NH:21][C:20]3=[O:29])=[C:15]([CH3:17])[CH:16]=2)=[O:11])[CH2:6][CH2:5][O:4][CH2:3][CH2:2]1.[CH2:30]([N:37]1[C:45]2[C:40](=[CH:41][C:42]([NH2:46])=[CH:43][CH:44]=2)[CH:39]=[CH:38]1)[C:31]1[CH:36]=[CH:35][CH:34]=[CH:33][CH:32]=1>>[ClH:28].[N:1]1([CH2:7][CH2:8][NH:9][C:10]([C:12]2[NH:13][C:14]([CH:18]=[C:19]3[C:27]4[C:26]([NH:46][C:42]5[CH:41]=[C:40]6[C:45](=[CH:44][CH:43]=5)[N:37]([CH2:30][C:31]5[CH:32]=[CH:33][CH:34]=[CH:35][CH:36]=5)[CH:38]=[CH:39]6)=[N:25][CH:24]=[N:23][C:22]=4[NH:21][C:20]3=[O:29])=[C:15]([CH3:17])[CH:16]=2)=[O:11])[CH2:6][CH2:5][O:4][CH2:3][CH2:2]1 |f:2.3|. Reported procedure: The title compound (8% yield) was prepared from 5-(4-chloro-6-oxo-6,7-dihydro-pyrrolo[2,3-d]pyrimidin-5-ylidenemethyl)-4-methyl-1H-pyrrole-2-carboxylic acid (2-morpholin-4-yl-ethyl)-amide and 1-benzyl-1H-indol-5-ylamine according to the procedure described for Example 12. 1H NMR (360 MHz, DMSO-d6) δ 13.44 (br s, 1H, NH), 11.79 (br s, 1H, NH), 10.97 (br s, 1H, HCl), 9.28 (br s, 1H), 8.85 (br s, 1H, CONHCH2), 8.25 (s, 1H, H-vinyl), 7.1-7.5 (m, 10H), 6.89 (br s, 1H), 6.43 (s, 1H), 5.40 (s, 2H), 3.9...